From a dataset of the Open Reaction Database (ORD), a public repository of structured organic reaction records. describe an organic reaction: reactants, conditions, products, and yield Starting materials: C(#N)C=1C(=C(N(C1C)C)C(=S)O)C1=CC=C(C=C1)C1=C(C=CC=C1)C#N (4-cyano-3-[4-(2-cyanophenyl)phenyl]-1-methyl-5-methylthiopyrrole-2-carboxylic acid), [OH-].N (ammonia hydroxide), C(C(=O)Cl)(=O)Cl (oxalyl chloride), CN(C)C=O (DMF). Solvent: C(Cl)Cl (methylene chloride). Run at time 20 minute. Product: C(#N)C=1C(=C(N(C1C)C)C(=S)N)C1=CC=C(C=C1)C1=C(C=CC=C1)C#N (4-cyano-3-[4-(2-cyanophenyl)phenyl]1-methyl-5-methylthiopyrrole-2-carboxamide). RXN SMILES: [C:1]([C:3]1[C:4]([C:13]2[CH:18]=[CH:17][C:16]([C:19]3[CH:24]=[CH:23][CH:22]=[CH:21][C:20]=3[C:25]#[N:26])=[CH:15][CH:14]=2)=[C:5]([C:10](O)=[S:11])[N:6]([CH3:9])[C:7]=1[CH3:8])#[N:2].C(Cl)(=O)C(Cl)=O.C[N:34](C=O)C.[OH-].N>C(Cl)Cl>[C:1]([C:3]1[C:4]([C:13]2[CH:18]=[CH:17][C:16]([C:19]3[CH:24]=[CH:23][CH:22]=[CH:21][C:20]=3[C:25]#[N:26])=[CH:15][CH:14]=2)=[C:5]([C:10]([NH2:34])=[S:11])[N:6]([CH3:9])[C:7]=1[CH3:8])#[N:2] |f:3.4|. Reported procedure: To a stirring solution of 4-cyano-3-[4-(2-cyanophenyl)phenyl]-1-methyl-5-methylthiopyrrole-2-carboxylic acid (11.0 mmol, prepared in example A-163) in methylene chloride, add oxalyl chloride (2.0 mmol) and catalytic DMF. Stir this solution for 20 minutes at room temperature and then concentrate in vacuo. Dissolve the residue in methylene chloride and ammonia hydroxide (2.0 mmol). Stir this reaction for one minute. The reaction becomes cloudy. Concentrate in vacuo. Purify the residue via radial c... Starting materials: C(C1=CC=CC=C1)C1NC(OC1)=O (4-benzyl-2-oxazolidinone), [N+](=O)([O-])[O-].[K+] (potassium nitrate), IC1=CC=C(C=C1)C (p-iodotoluene). Run in FC(C(=O)O)(F)F (trifluoracetic acid). The product is [N+](=O)([O-])C1=CC=C(CC2CNC(O2)=O)C=C1 (5-(4-nitrobenzyl)-2-oxazolidinone). Isolated yield 495.1%. Reaction SMILES: C([CH:8]1[CH2:12][O:11][C:10](=[O:13])[NH:9]1)C1C=CC=CC=1.[N+:14]([O-:17])([O-])=[O:15].[K+].I[C:20]1[CH:25]=[CH:24][C:23]([CH3:26])=[CH:22][CH:21]=1>FC(F)(F)C(O)=O>[N+:14]([C:20]1[CH:25]=[CH:24][C:23]([CH2:26][CH:12]2[O:11][C:10](=[O:13])[NH:9][CH2:8]2)=[CH:22][CH:21]=1)([O-:17])=[O:15] |f:1.2|. Reported procedure: 4-benzyl-2-oxazolidinone (5 g, 28 mmol), potassium nitrate (2.9 g, 29 mmol)and p-iodotoluene (0.5 g, 2 mmol) were stirred in trifluoracetic acid (50 ml) overnight. The mixture was then poured onto ice and extracted with ethyl acetate. This was washed with sodium bicarbonate solution, dried (MgSO4) and evaporated. Flash chromatography (70:30 ethyl acetate/hexane)gave the product (2.2 g, 35%) Mpt 150°-151° C., MS(ES)223 (M+1)+ Reactants: C1(=CC=CC=C1)S(=O)(=O)Cl (benzenesulfonyl chloride), BrC1=CNC2=NC=CC=C21 (3-Bromo-1H-pyrrolo[2,3-b]pyridine), C1(=CC=CC=C1)S(=O)(=O)Cl (Benzenesulfonyl chloride), [H-].[Na+] (Sodium hydride). Run in CN(C)C=O (DMF). Conditions: temperature 0 celsius, time 30 minute. Yields the product BrC1=CN(C2=NC=CC=C21)S(=O)(=O)C2=CC=CC=C2 (3-bromo-1-(phenylsulfonyl)-1H-pyrrolo[2,3-b]pyridine). Yield: 87.2%. As a reaction SMILES: [Br:1][C:2]1[C:10]2[C:5](=[N:6][CH:7]=[CH:8][CH:9]=2)[NH:4][CH:3]=1.[H-].[Na+].[C:13]1([S:19](Cl)(=[O:21])=[O:20])[CH:18]=[CH:17][CH:16]=[CH:15][CH:14]=1>CN(C=O)C>[Br:1][C:2]1[C:10]2[C:5](=[N:6][CH:7]=[CH:8][CH:9]=2)[N:4]([S:19]([C:13]2[CH:18]=[CH:17][CH:16]=[CH:15][CH:14]=2)(=[O:21])=[O:20])[CH:3]=1 |f:1.2|. Procedure details: 3-Bromo-1H-pyrrolo[2,3-b]pyridine (7.5 g, 38.07 mmol) was dissolved in dry DMF (190 mL) and chilled to 0° C. Sodium hydride (60% dispersion in mineral oil, 2.13 g, 53.29 mmol) was then added, and the mixture stirred at 0° C. for 30 minutes. Benzenesulfonyl chloride (7.41 g, 41.87 mmol) was then added via syringe and the mixture stirred at 0° C. for 30 minutes. Another lot of benzenesulfonyl chloride (0.5 mL) was then added to consume the starting material. The reaction mixture was then carefully...